From a dataset of the Open Reaction Database (ORD), a public repository of structured organic reaction records. describe an organic reaction: reactants, conditions, products, and yield The reactants are ClC1=CC=C(C=N1)CC(=O)OCC (Ethyl (6-chloropyridin-3-yl)acetate), C(C)OC(N(C)C)OCC (dimethylformamide diethyl acetal). Run at temperature 90 celsius, time 30 minute. Product: ClC1=CC=C(C=N1)C(C(=O)OCC)=CN(C)C (Ethyl 2-(6-chloropyridin-3-yl)-3-(dimethylamino)acrylate). RXN SMILES: [Cl:1][C:2]1[N:7]=[CH:6][C:5]([CH2:8][C:9]([O:11][CH2:12][CH3:13])=[O:10])=[CH:4][CH:3]=1.C(O[CH:17](OCC)[N:18]([CH3:20])[CH3:19])C>>[Cl:1][C:2]1[N:7]=[CH:6][C:5]([C:8](=[CH:17][N:18]([CH3:20])[CH3:19])[C:9]([O:11][CH2:12][CH3:13])=[O:10])=[CH:4][CH:3]=1. Reported procedure: 3.99 g (20.0 mmol) of the compound from Example 1A are dissolved in 13.7 ml of dimethylformamide diethyl acetal, and the mixture is stirred with microwave irradiation at 90° C. for 30 min. The mixture is then concentrated on a rotary evaporator, and the residue is chromatographed on silica gel 60 (mobile phase: dichloromethane→dichloromethane/methanol 20:1). The reactants are C(=O)(O)C(CCN1C(=NC2=C1C=CC=C2C)COC2=CC=C(C=C2)Cl)CC2=CC=CC=C2 (1-[3-carboxy-4-phenylbutyl]-2-[(4-chlorophenoxy)methyl]-4-methylbenzimidazole), NCCCN1CCCCC1 (1-amino-3-(piperidin-1-yl)propane), ON1N=NC2=C1C=CC=C2 (1-hydroxybenzotriazole), C1(CCCCC1)N=C=NC1CCCCC1 (dicyclohexylcarbodiimide). Solvent: CN(C=O)C (N,N-dimethylformamide). Conditions: time 64 hour. The product is N1(CCCCC1)CCCNC(=O)C(CCN1C(=NC2=C1C=CC=C2C)COC2=CC=C(C=C2)Cl)CC2=CC=CC=C2 (1-[3-[3-(piperidin-1-yl)propylcarbamoyl]-4-phenylbutyl]-2-[(4-chlorophenoxy)methyl]-4-methylbenzimidazole). Yield: 107.1%. Reaction SMILES: [C:1]([CH:4]([CH2:26][C:27]1[CH:32]=[CH:31][CH:30]=[CH:29][CH:28]=1)[CH2:5][CH2:6][N:7]1[C:11]2[CH:12]=[CH:13][CH:14]=[C:15]([CH3:16])[C:10]=2[N:9]=[C:8]1[CH2:17][O:18][C:19]1[CH:24]=[CH:23][C:22]([Cl:25])=[CH:21][CH:20]=1)([OH:3])=O.[NH2:33][CH2:34][CH2:35][CH2:36][N:37]1[CH2:42][CH2:41][CH2:40][CH2:39][CH2:38]1.ON1C2C=CC=CC=2N=N1.C1(N=C=NC2CCCCC2)CCCCC1>CN(C)C=O>[N:37]1([CH2:36][CH2:35][CH2:34][NH:33][C:1]([CH:4]([CH2:26][C:27]2[CH:32]=[CH:31][CH:30]=[CH:29][CH:28]=2)[CH2:5][CH2:6][N:7]2[C:11]3[CH:12]=[CH:13][CH:14]=[C:15]([CH3:16])[C:10]=3[N:9]=[C:8]2[CH2:17][O:18][C:19]2[CH:20]=[CH:21][C:22]([Cl:25])=[CH:23][CH:24]=2)=[O:3])[CH2:42][CH2:41][CH2:40][CH2:39][CH2:38]1. Reported procedure: To a stirring solution of 1-[3-carboxy-4-phenylbutyl]-2-[(4-chlorophenoxy)methyl]-4-methylbenzimidazole (1.0 g, 2.2 mmol) in N,N-dimethylformamide (75 ml) were added sequentially 1-amino-3-(piperidin-1-yl)propane (345 mg, 1.1 eq), 1-hydroxybenzotriazole (327 mg, 1.1 eq), and dicyclohexylcarbodiimide (500 mg, 1.1 eq). The resulting mixture was then stirred under a nitrogen atmosphere at room temperature for 64 hours. The reaction mixture was then filtered and the resulting filtrate was concentrat...